From a dataset of the Open Reaction Database (ORD), a public repository of structured organic reaction records. describe an organic reaction: reactants, conditions, products, and yield The reactants are C1CCOC1, COCCO[Al+]OCCOC, [H-], [H-], [Na+], OCC#Cc1cnc2ccccc2c1. Product: OCC=Cc1cnc2ccccc2c1. As a reaction SMILES: [CH2:29]1[O:30][CH2:31][CH2:32][CH2:33]1.[CH3:2][O:3][CH2:4][CH2:5][O:6][Al+:7][O:8][CH2:9][CH2:10][O:11][CH3:12].[H-:14].[H-:1].[Na+:13].[n:15]1[cH:16][c:17]([C:25]#[C:26][CH2:27][OH:28])[cH:18][c:19]2[cH:20][cH:21][cH:22][cH:23][c:24]12>>[n:15]1[cH:16][c:17]([CH:25]=[CH:26][CH2:27][OH:28])[cH:18][c:19]2[cH:20][cH:21][cH:22][cH:23][c:24]12. Starting materials: P(OCC)(OCC)OCC (Triethyl phosphite), [Br-] (bromide), ClC1=C(OCCCCCCBr)C=CC(=C1)OC (6-(2-Chloro-4-methoxyphenoxy)hexyl bromide), C(C)Br (ethyl bromide). Run at temperature 158 celsius. The product is ClC1=C(OCCCCCCP(OCC)(OCC)=O)C=CC(=C1)OC (diethyl [6-(2-chloro-4-methoxyphenoxy)-hexyl]phosphonate). Isolated yield 79.2%. As a reaction SMILES: [P:1]([O:8][CH2:9][CH3:10])([O:5][CH2:6][CH3:7])[O:2]CC.[Cl:11][C:12]1[CH:25]=[C:24]([O:26][CH3:27])[CH:23]=[CH:22][C:13]=1[O:14][CH2:15][CH2:16][CH2:17][CH2:18][CH2:19][CH2:20]Br.C(Br)C.[Br-]>>[Cl:11][C:12]1[CH:25]=[C:24]([O:26][CH3:27])[CH:23]=[CH:22][C:13]=1[O:14][CH2:15][CH2:16][CH2:17][CH2:18][CH2:19][CH2:20][P:1](=[O:2])([O:5][CH2:6][CH3:7])[O:8][CH2:9][CH3:10]. Reported procedure: Triethyl phosphite (185 g, 230 ml, 1.1 mole) was placed in a flask equipped with a thermometer, dropping funnel, stirrer and 8 inch Vigreux column with condenser set for downward distillation. The phosphite was heated to 158° C. thereby inducing mild reflux. 6-(2-Chloro-4-methoxyphenoxy)hexyl bromide (320 g, 1 mole) was then added dropwise over a period of 50 minutes. The reaction mixture was heated for an additional 90 minutes at which time distillation of ethyl bromide ceased. The remaining re...